This data is from the Open Reaction Database (ORD), a public repository of structured organic reaction records. The task is: describe an organic reaction: reactants, conditions, products, and yield The reactants are CO, CC(=O)Oc1cc2c(c([N+](=O)[O-])c1O)CN(c1ccc(Cl)cc1)C2=O, Cl. The product is O=C1c2cc(O)c(O)c([N+](=O)[O-])c2CN1c1ccc(Cl)cc1. Reaction SMILES: [CH3:27][OH:28].[Cl:1][c:2]1[cH:3][cH:4][c:5]([N:8]2[CH2:9][c:10]3[c:11]([N+:23](=[O:24])[O-:25])[c:12]([OH:22])[c:13]([O:18][C:19](=[O:20])[CH3:21])[cH:14][c:15]3[C:16]2=[O:17])[cH:6][cH:7]1.[ClH:26]>>[Cl:1][c:2]1[cH:3][cH:4][c:5]([N:8]2[CH2:9][c:10]3[c:11]([N+:23](=[O:24])[O-:25])[c:12]([OH:22])[c:13]([OH:18])[cH:14][c:15]3[C:16]2=[O:17])[cH:6][cH:7]1. The reactants are [BH4-], CO, CCCCCC, COC(=O)C(C)Nc1ccc(F)c(F)c1F, [Na+], O. The product is CC(CO)Nc1ccc(F)c(F)c1F. As a reaction SMILES: [BH4-:1].[CH3:19][OH:20].[CH3:22][CH2:23][CH2:24][CH2:25][CH2:26][CH3:27].[F:3][c:4]1[c:5]([NH:6][CH:7]([C:8](=[O:9])[O:10][CH3:11])[CH3:12])[cH:13][cH:14][c:15]([F:18])[c:16]1[F:17].[Na+:2].[OH2:21]>>[F:3][c:4]1[c:5]([NH:6][CH:7]([CH2:8][OH:9])[CH3:12])[cH:13][cH:14][c:15]([F:18])[c:16]1[F:17]. Reactants: C(C(=C)C)(=O)OCC1CO1 (Glycidyl methacrylate), COC1=CC=C(C=C1)O (4-methoxyphenol), OC(CNCCNCC(C)O)C (N,N'-bis-(2-hydroxypropyl)ethylenediamine). Solvent: CO (methanol). Run at temperature 30 celsius. The product is CC(CN(CCN(CC(C)O)CC(C)O)CC(C)O)O.CC(=CC(=O)[O-])C (Quadrol dimethylacrylate). Yield: 48.0%. Reaction SMILES: [C:1](O[CH2:7][CH:8]1[O:10][CH2:9]1)(=O)[C:2](C)=[CH2:3].C[O:12]C1C=[CH:17][C:16]([OH:19])=[CH:15]C=1.[OH:20][CH:21]([CH3:31])[CH2:22][NH:23][CH2:24][CH2:25][NH:26][CH2:27][CH:28]([OH:30])[CH3:29]>CO>[CH3:29][CH:28]([OH:30])[CH2:27][N:26]([CH2:9][CH:8]([OH:10])[CH3:7])[CH2:25][CH2:24][N:23]([CH2:17][CH:16]([OH:19])[CH3:15])[CH2:22][CH:21]([OH:20])[CH3:31].[CH3:1][C:2]([CH3:3])=[CH:29][C:28]([O-:30])=[O:12] |f:4.5|. Reported procedure: Glycidyl methacrylate (4.8g, 34 mmol) and 4-methoxyphenol (0.13 g) were added to a solution of N,N'-bis-(2-hydroxypropyl)ethylenediamine (IV-a) (3.0 g, 17 mmol) in 80 mL of methanol at 0° C. The mixture was brought to room temperature and maintained for eight days, followed by heating for 24 hours at 30° C. A quantitative yield of a viscous, slightly brown liquid was obtained after removal of the solvent. The product was further purified by dissolving the liquid in water followed by the addition...